This data is from the Open Reaction Database (ORD), a public repository of structured organic reaction records. The task is: describe an organic reaction: reactants, conditions, products, and yield The reactants are COc1ccc(Br)cc1COCc1ccc(C(F)(F)F)cc1, [Li]CCCC, O=CN1CCOCC1, Cl, C1CCOC1. Yields the product COc1ccc(C=O)cc1COCc1ccc(C(F)(F)F)cc1. RXN SMILES: [Br:1][c:2]1[cH:3][c:4]([CH2:10][O:11][CH2:12][c:13]2[cH:14][cH:15][c:16]([C:19]([F:20])([F:21])[F:22])[cH:17][cH:18]2)[c:5]([O:8][CH3:9])[cH:6][cH:7]1.[CH2:23]([Li:24])[CH2:25][CH2:26][CH3:27].[CH:28](=[O:29])[N:30]1[CH2:31][CH2:32][O:33][CH2:34][CH2:35]1.[ClH:36].[O:37]1[CH2:38][CH2:39][CH2:40][CH2:41]1>>[c:2]1([CH:28]=[O:29])[cH:3][c:4]([CH2:10][O:11][CH2:12][c:13]2[cH:14][cH:15][c:16]([C:19]([F:20])([F:21])[F:22])[cH:17][cH:18]2)[c:5]([O:8][CH3:9])[cH:6][cH:7]1. The reactants are COC(=O)C=1C(=NC2=C(C=C(C=C2C1OS(=O)(=O)C(F)(F)F)Cl)Cl)C(C)C (6,8-Dichloro-2-isopropyl-4-trifluoromethanesulfonyloxy-quinoline-3-carboxylic acid methyl ester), C(C)OC=1C=C(C=CC1)B(O)O (3-ethoxyphenylboronic acid). The product is COC(=O)C=1C(=NC2=C(C=C(C=C2C1C1=CC(=CC=C1)OCC)Cl)Cl)C(C)C (6,8-Dichloro-4-(3-ethoxy-phenyl)-2-isopropyl-quinoline-3-carboxylic acid methyl ester). RXN SMILES: [CH3:1][O:2][C:3]([C:5]1[C:6]([CH:25]([CH3:27])[CH3:26])=[N:7][C:8]2[C:13]([C:14]=1OS(C(F)(F)F)(=O)=O)=[CH:12][C:11]([Cl:23])=[CH:10][C:9]=2[Cl:24])=[O:4].[CH2:28]([O:30][C:31]1[CH:32]=[C:33](B(O)O)[CH:34]=[CH:35][CH:36]=1)[CH3:29]>>[CH3:1][O:2][C:3]([C:5]1[C:6]([CH:25]([CH3:27])[CH3:26])=[N:7][C:8]2[C:13]([C:14]=1[C:35]1[CH:34]=[CH:33][CH:32]=[C:31]([O:30][CH2:28][CH3:29])[CH:36]=1)=[CH:12][C:11]([Cl:23])=[CH:10][C:9]=2[Cl:24])=[O:4]. Reported procedure: The title compound was prepared in analogy to example 72 step C from 6,8-dichloro-2-isopropyl-4-trifluoromethanesulfonyloxy-quinoline-3-carboxylic acid methyl ester (prepared as described in example 72 step B) and 3-ethoxyphenylboronic acid. White solid. MS (ESI): 418.2 (M+H)+. Starting materials: ClC1=CC(=C2CC(CC2=C1C)(C)CC)C (6-chloro-2-ethyl-2,4,7-trimethylindane), COC(Cl)Cl (α,α-dichloromethyl methyl ether). The reagents and catalysts are Cl[Ti](Cl)(Cl)Cl (TiCl4). The solvent is ClCCl (dichloromethane). Run at time 2 hour. Product: ClC1=C(C(=C2CC(CC2=C1C)(C)CC)C)C=O (6-Chloro-2-ethyl-2,4,7-trimethylindan-5-carboxaldehyde). Isolated yield 97.0%. RXN SMILES: [Cl:1][C:2]1[C:10]([CH3:11])=[C:9]2[C:5]([CH2:6][C:7]([CH2:13][CH3:14])([CH3:12])[CH2:8]2)=[C:4]([CH3:15])[CH:3]=1.[CH3:16][O:17]C(Cl)Cl>ClCCl.Cl[Ti](Cl)(Cl)Cl>[Cl:1][C:2]1[C:10]([CH3:11])=[C:9]2[C:5]([CH2:6][C:7]([CH2:13][CH3:14])([CH3:12])[CH2:8]2)=[C:4]([CH3:15])[C:3]=1[CH:16]=[O:17]. Reported procedure: To a solution of 19 g of the 6-chloro-2-ethyl-2,4,7-trimethylindane in 100 ml of dry dichloromethane was continuously added 9.5 ml of α,α-dichloromethyl methyl ether and 11.5 ml of TiCl4 at 0° C. The reaction mixture was stirred at room temperature for 2 hours, quenched with 100 ml of water, and separated the organic layer. The aqueous layer was extracted with dichloromethane. The combined organic layer was dried over magnesium sulfate, filtered and evaporated under reduced pressure. The residue... The reactants are [H-].[Na+] (Sodium hydride), C(C=C)ONC(OC(C)(C)C)=O (tert-butyl 2-propenyloxycarbamate), IC (Iodomethane). Solvent: O (H2O), O1CCCC1 (tetrahydrofuran). Conditions: temperature 23 celsius, time 18 hour. Product: C(C=C)ON(C(OC(C)(C)C)=O)C (tert-butyl 2-propenyloxy(methyl)carbamate). Isolated yield 97.1%. Reaction SMILES: [H-].[Na+].[CH2:3]([O:6][NH:7][C:8](=[O:14])[O:9][C:10]([CH3:13])([CH3:12])[CH3:11])[CH:4]=[CH2:5].I[CH3:16]>O1CCCC1.O>[CH2:3]([O:6][N:7]([CH3:16])[C:8](=[O:14])[O:9][C:10]([CH3:13])([CH3:12])[CH3:11])[CH:4]=[CH2:5] |f:0.1|. Reported procedure: Sodium hydride (NaH, 60% dispersion in mineral oil; 390 mg, 9.7 mmol, 1.1 equiv) was added to a stirred solution of tert-butyl 2-propenyloxycarbamate (2.0 g, 8.8 mmol, 1.0 equiv) in tetrahydrofuran (THF; 23 mL) at 0° C. The resulting bubbling white mixture was warmed to 23° C. and stirred for 15 minutes (min) Iodomethane (660 μL, 11 mmol, 1.2 equiv) was added and the resulting colorless solution was stirred at 23° C. for 18 h. The reaction mixture was diluted with H2O (100 mL) and extracted with... Starting materials: C(C1=CC=CC=C1)(=O)O[C@@H]1[C@H](O[C@@H]([C@H]([C@@H]1OC(C1=CC=CC=C1)=O)OC(C1=CC=CC=C1)=O)COC(C1=CC=CC=C1)=O)O[C@@H]1[C@H]([C@@H](O[C@@H]([C@H]1OCC1=CC=CC=C1)CO[C@@H]1[C@@H](OC(C2=CC=CC=C2)=O)[C@@H](OC(C2=CC=CC=C2)=O)[C@H](OC(C2=CC=CC=C2)=O)[C@H](O1)COC(C1=CC=CC=C1)=O)OCCNC(OCC1=CC=CC=C1)=O)OC(C1=CC=CC=C1)=O (benzyl (2-{[2,3,4,6-tetra-O-benzoyl-α-D-mannopyranosyl-(1→3)-[2,3,4,6-tetra-O-benzoyl-α-D-mannopyranosyl-(1→6)]-2-O-benzoyl-4-O-benzyl-β-D-glucopyranosyl]oxy}ethyl)carbamate), O([Na])C (NaOCH3). The solvent is CO (CH3OH). Conditions: time 24 hour. The product is [C@H]1([C@@H](O)[C@@H](O)[C@H](O)[C@H](O1)CO)O[C@@H]1[C@H]([C@@H](O[C@@H]([C@H]1OCC1=CC=CC=C1)CO[C@@H]1[C@@H](O)[C@@H](O)[C@H](O)[C@H](O1)CO)OCCNC(OCC1=CC=CC=C1)=O)O (benzyl (2-{[α-D-mannopyranosyl-(1→3)-[α-D-mannopyranosyl-(1→6)]-4-O-benzyl-β-D-glucopyranosyl]oxy}ethyl)carbamate). As a reaction SMILES: C([O:9][C@H:10]1[C@@H:15]([O:16]C(=O)C2C=CC=CC=2)[C@H:14]([O:25]C(=O)C2C=CC=CC=2)[C@@H:13]([CH2:34][O:35]C(=O)C2C=CC=CC=2)[O:12][C@@H:11]1[O:44][C@H:45]1[C@H:50]([O:51][CH2:52][C:53]2[CH:58]=[CH:57][CH:56]=[CH:55][CH:54]=2)[C@@H:49]([CH2:59][O:60][C@H:61]2[O:93][C@H:92]([CH2:94][O:95]C(=O)C3C=CC=CC=3)[C@@H:82]([O:83]C(=O)C3C=CC=CC=3)[C@H:72]([O:73]C(=O)C3C=CC=CC=3)[C@@H:62]2[O:63]C(=O)C2C=CC=CC=2)[O:48][C@@H:47]([O:104][CH2:105][CH2:106][NH:107][C:108](=[O:117])[O:109][CH2:110][C:111]2[CH:116]=[CH:115][CH:114]=[CH:113][CH:112]=2)[C@@H:46]1[O:118]C(=O)C1C=CC=CC=1)(=O)C1C=CC=CC=1.O(C)[Na]>CO>[C@H:11]1([O:44][C@H:45]2[C@H:50]([O:51][CH2:52][C:53]3[CH:54]=[CH:55][CH:56]=[CH:57][CH:58]=3)[C@@H:49]([CH2:59][O:60][C@H:61]3[O:93][C@H:92]([CH2:94][OH:95])[C@@H:82]([OH:83])[C@H:72]([OH:73])[C@@H:62]3[OH:63])[O:48][C@@H:47]([O:104][CH2:105][CH2:106][NH:107][C:108](=[O:117])[O:109][CH2:110][C:111]3[CH:112]=[CH:113][CH:114]=[CH:115][CH:116]=3)[C@@H:46]2[OH:118])[O:12][C@H:13]([CH2:34][OH:35])[C@@H:14]([OH:25])[C@H:15]([OH:16])[C@@H:10]1[OH:9]. Procedure details: To a solution of benzyl (2-{[2,3,4,6-tetra-O-benzoyl-α-D-mannopyranosyl-(1→3)-[2,3,4,6-tetra-O-benzoyl-α-D-mannopyranosyl-(1→6)]-2-O-benzoyl-4-O-benzyl-β-D-glucopyranosyl]oxy}ethyl)carbamate (3.39 g, 1.984 mmol) in CH3OH (30 mL) was added NaOCH3 (0.4 mL, 0.2 mmol, 0.5 M in CH3OH). After stirring at rt for 24 hr, amberlite IR 120 (H) ion exchange resin (pre-washed with CH3OH 3×30 mL) was added to the reaction mixture. The resulting mixture was allowed to stir for additional 15 min. The resin was ... Reactants: C(CCC)[Li] (n-butyllithium), C1(=CC=CC=C1)OC (anisole), C(C1=CC=CC=C1)N1CC2CC(CC(C2C1)=O)C ((3aRS,6SR,7aSR)-2-benzyl-6-methyl-4-perhydroisoindolone), [Cl-].[NH4+] (ammonium chloride). Run in CCCCCC (hexane), O1CCCC1 (tetrahydrofuran), CN(CCN(C)C)C (tetramethylethylenediamine), COC(C)(C)C (t-butyl methyl ether). Reaction conditions: temperature -72 celsius, time 1 hour. Product: C(C1=CC=CC=C1)N1CC2CC(CC(C2C1)(O)C1=C(C=CC=C1)OC)C ((3aRS,4RS,6SR,7aSR)-2-benzyl-4-(2methoxyphenyl)-6-methyl-4-perhydroisoindolol). Reaction SMILES: C([Li])CCC.[C:6]1([O:12][CH3:13])[CH:11]=[CH:10][CH:9]=[CH:8][CH:7]=1.[CH2:14]([N:21]1[CH2:29][CH:28]2[CH:23]([CH2:24][CH:25]([CH3:31])[CH2:26][C:27]2=[O:30])[CH2:22]1)[C:15]1[CH:20]=[CH:19][CH:18]=[CH:17][CH:16]=1.[Cl-].[NH4+]>CCCCCC.COC(C)(C)C.CN(C)CCN(C)C.O1CCCC1>[CH2:14]([N:21]1[CH2:29][CH:28]2[CH:23]([CH2:24][CH:25]([CH3:31])[CH2:26][C:27]2([C:7]2[CH:8]=[CH:9][CH:10]=[CH:11][C:6]=2[O:12][CH3:13])[OH:30])[CH2:22]1)[C:15]1[CH:16]=[CH:17][CH:18]=[CH:19][CH:20]=1 |f:3.4|. Procedure details: 135 cm3 of 1.6M n-butyllithium solution in hexane are added to 31.3 cm3 of anisole diluted in 400 cm3 of t-butyl methyl ether and 33 cm3 of tetramethylethylenediamine, while maintaining the temperature below 30° C. After one hour at 20° C., the reaction mixture is cooled to -72° C. and 24 g of (3aRS,6SR,7aSR)-2-benzyl-6-methyl-4-perhydroisoindolone dissolved in 200 cm3 of tetrahydrofuran are added at this temperature over thirty minutes. After stirring for thirty minutes, 200 cm3 of aqueous 26% ...